This data is from the Open Reaction Database (ORD), a public repository of structured organic reaction records. The task is: describe an organic reaction: reactants, conditions, products, and yield Reactants: BrCC=Cc1ccc(Br)cc1, CN1CCCC1=O, O, O=C1c2ccccc2C(=O)N1O. Product: O=C1c2ccccc2C(=O)N1OCC=Cc1ccc(Br)cc1. RXN SMILES: [Br:13][CH2:14][CH:15]=[CH:16][c:17]1[cH:18][cH:19][c:20]([Br:23])[cH:21][cH:22]1.[CH3:24][N:25]1[CH2:26][CH2:27][CH2:28][C:29]1=[O:30].[OH2:31].[OH:1][N:2]1[C:3](=[O:12])[c:4]2[c:5]([cH:8][cH:9][cH:10][cH:11]2)[C:6]1=[O:7]>>[O:1]([N:2]1[C:3](=[O:12])[c:4]2[c:5]([cH:8][cH:9][cH:10][cH:11]2)[C:6]1=[O:7])[CH2:14][CH:15]=[CH:16][c:17]1[cH:18][cH:19][c:20]([Br:23])[cH:21][cH:22]1.